From a dataset of the Open Reaction Database (ORD), a public repository of structured organic reaction records. describe an organic reaction: reactants, conditions, products, and yield The reactants are COCC(O)(CC(O)CO)c1ccccc1, ClCCl, O. Product: COCC(O)(CC=O)c1ccccc1. RXN SMILES: [CH3:1][O:2][CH2:3][C:4]([CH2:5][CH:6]([CH2:7][OH:8])[OH:9])([OH:10])[c:11]1[cH:12][cH:13][cH:14][cH:15][cH:16]1.[Cl:18][CH2:19][Cl:20].[OH2:17]>>[CH3:1][O:2][CH2:3][C:4]([CH2:5][CH:6]=[O:9])([OH:10])[c:11]1[cH:12][cH:13][cH:14][cH:15][cH:16]1.